This data is from the Open Reaction Database (ORD), a public repository of structured organic reaction records. The task is: describe an organic reaction: reactants, conditions, products, and yield Reactants: CC1(C(CCC1)NC(C1=C(C=CC=C1)N1N=CC=N1)=O)NC1=NC=C(N=C1)C(F)(F)F (N-(2-Methyl-2-{[5-(trifluoromethyl)pyrazin-2-yl]amino}cyclopentyl)-2-(2H-1,2,3-triazol-2-yl)benzamide), ClC1=NC=C(C=C1)C(F)(F)F (2-chloro-5-(trifluoromethyl)pyridine), Cl.NC1(C(CCC1)NC(C1=C(C=CC=C1)N1N=CC=N1)=O)C (N-(2-amino-2-methylcyclopentyl)-2-(2H-1,2,3-triazol-2-yl)benzamide hydrochloride), Cl.NC1(C(CCC1)NC(C1=C(C=CC=C1)N1N=CC=N1)=O)C (N-(2-amino-2-methylcyclopentyl)-2-(2H-1,2,3-triazol-2-yl)benzamide hydrochloride). Reaction conditions: temperature 140 celsius. Yields the product CC1(C(CCC1)NC(C1=C(C=CC=C1)N1N=CC=N1)=O)NC1=NC=C(C=C1)C(F)(F)F (N-(2-Methyl-2-{[5-(trifluoromethyl)pyridin-2-yl]amino}cyclopentyl)-2-(2H-1,2,3-triazol-2-yl)benzamide). Reaction SMILES: [CH3:1][C:2]1([NH:21][C:22]2[CH:27]=N[C:25]([C:28]([F:31])([F:30])[F:29])=[CH:24][N:23]=2)[CH2:6][CH2:5][CH2:4][CH:3]1[NH:7][C:8](=[O:20])[C:9]1[CH:14]=[CH:13][CH:12]=[CH:11][C:10]=1[N:15]1[N:19]=[CH:18][CH:17]=[N:16]1.Cl.N[C:34]1(C)CCCC1NC(=O)C1C=CC=CC=1N1N=CC=N1.ClC1C=CC(C(F)(F)F)=CN=1>>[CH3:1][C:2]1([NH:21][C:22]2[CH:27]=[CH:34][C:25]([C:28]([F:29])([F:30])[F:31])=[CH:24][N:23]=2)[CH2:6][CH2:5][CH2:4][CH:3]1[NH:7][C:8](=[O:20])[C:9]1[CH:14]=[CH:13][CH:12]=[CH:11][C:10]=1[N:15]1[N:16]=[CH:17][CH:18]=[N:19]1 |f:1.2|. Reported procedure: Prepared according to the procedure for N-(2-methyl-2-{[5-(trifluoromethyl)pyrazin-2-yl]amino}cyclopentyl)-2-(2H-1,2,3-triazol-2-yl)benzamide (Example 82) from N-(2-amino-2-methylcyclopentyl)-2-(2H-1,2,3-triazol-2-yl)benzamide hydrochloride (Intermediate 26; 95 mg, 0.30 mmol) and 2-chloro-5-(trifluoromethyl)pyridine (CAS number 52334-81-3; 100 mg, 0.55 mmol) except this was heated at 140° C. for 17 hours and then purified by column chromatography (basic silica, 0-100% ethyl acetate/petrol) to af... The reactants are N(=O)[O-].[Na+] (sodium nitrite), BrC=1C=C(C=2C=CNC2C1)C(=O)OC (methyl 6-bromo-1H-indole-4-carboxylate), O (water), Cl (HCl). Reaction conditions: time 15 minute. Product: BrC=1C=C(C=2C(=NNC2C1)C=O)C(=O)OC (Methyl 6-bromo-3-formyl-1H-indazole-4-carboxylate), solid. Yield: 59.6%. RXN SMILES: [N:1]([O-])=O.[Na+].[Br:5][C:6]1[CH:7]=[C:8]([C:15]([O:17][CH3:18])=[O:16])[C:9]2[CH:10]=[CH:11][NH:12][C:13]=2[CH:14]=1.Cl.[OH2:20]>>[Br:5][C:6]1[CH:7]=[C:8]([C:15]([O:17][CH3:18])=[O:16])[C:9]2[C:10]([CH:11]=[O:20])=[N:1][NH:12][C:13]=2[CH:14]=1 |f:0.1|. Reported procedure: To a stirred solution of sodium nitrite (68.4 g, 991.3 mmol) in water (1425 mL) was added methyl 6-bromo-1H-indole-4-carboxylate (20.64 g, 81.25 mmol) at RT and the mixture stirred for 15 min at RT. To the mixture was added 6N HCl (159.6 mL) slowly dropwise over a period of 1 h and the reaction mixture was then stirred at room temperature for 48 h. The reaction mixture was extracted with 10% THF in ethyl acetate (5×500 mL). The combined organic layers were washed with water, brine, dried over an...